This data is from the Open Reaction Database (ORD), a public repository of structured organic reaction records. The task is: describe an organic reaction: reactants, conditions, products, and yield Yields the product C1=CC=CC=2C3CCCCC3(CC12)C=1N=CNC1 (4-(4b,5,6,7,8,9-Hexahydrofluoren-8a-yl)-1H-imidazole). As a reaction SMILES: [NH:1]1[CH:5]=[C:4]([C:6]23[CH2:18][CH2:17][CH2:16][CH2:15][CH:14]2[C:13]2[C:8](=[CH:9][CH:10]=[CH:11][CH:12]=2)[C:7]3=O)[N:3]=[CH:2]1.O.NN.[OH-].[K+]>O>[CH:9]1[C:8]2[CH2:7][C:6]3([C:4]4[N:3]=[CH:2][NH:1][CH:5]=4)[CH:14]([CH2:15][CH2:16][CH2:17][CH2:18]3)[C:13]=2[CH:12]=[CH:11][CH:10]=1 |f:1.2,3.4|. Run at temperature 190 celsius. The solvent is O (water). Starting materials: N1C=NC(=C1)C12C(C3=CC=CC=C3C2CCCC1)=O (9a-(1H-Imidazol-4-yl)-1,2,3,4,4a,9a-hexahydrofluoren-9-one), di(ethylene glycol), O.NN (hydrazine hydrate), [OH-].[K+] (KOH). Procedure details: 9a-(1H-Imidazol-4-yl)-1,2,3,4,4a,9a-hexahydrofluoren-9-one (2.5 g) was mixed with di(ethylene glycol) (50 ml), hydrazine hydrate (7.2 ml) and KOH (9.5 g). The mixture was heated at 150° C. for 30 minutes and at 190° C. for 4 hours. After cooling to the ambient temperature the reaction mixture was diluted with water (150 ml) and extracted with CH2Cl2 (4×50 ml). The organic phase was washed with water (30 ml). The organic phase was mixed with water (200 ml) and the pH was adjusted to 1 with concen...